Dataset: the Open Reaction Database (ORD), a public repository of structured organic reaction records. Task: describe an organic reaction: reactants, conditions, products, and yield Starting materials: ClC=1N=C(C2=C(N1)C=NN2C)Cl (5,7-dichloro-1-methyl-1H-pyrazolo[4,3-d]pyrimidine), CN1N=C(C=2NC(NC(C21)=O)=O)C (1,3-dimethyl-1H-pyrazolo[4,3-d]-pyrimidine-5,7(4H,6H)-dione). Yields the product ClC=1N=C(C2=C(N1)C(=NN2C)C)Cl (5,7-dichloro-1,3-dimethyl-1H-pyrazolo[4,3-d]pyrimidine). RXN SMILES: [Cl:1][C:2]1[N:3]=[C:4]([Cl:12])[C:5]2[N:10]([CH3:11])[N:9]=[CH:8][C:6]=2[N:7]=1.[CH3:13]N1C2C(=O)NC(=O)NC=2C(C)=N1>>[Cl:1][C:2]1[N:3]=[C:4]([Cl:12])[C:5]2[N:10]([CH3:11])[N:9]=[C:8]([CH3:13])[C:6]=2[N:7]=1. Procedure details: This compound was prepared in an analogous fashion to 5,7-dichloro-1-methyl-1H-pyrazolo[4,3-d]pyrimidine, using 1,3-dimethyl-1H-pyrazolo[4,3-d]-pyrimidine-5,7(4H,6H)-dione as the starting material. 1H NMR (CDCl3, 400 MHz) δ ppm 4.32 (s, 3H), 2.60 (s, 3H); LC-MS m/z (method B2)=217.2/219.2 [M+H]+, RT=1.688 min. The reactants are BrC=1C=CC2=C(OCCC3=C2SC(=C3)C(NC3=C(C=CC=C3)Cl)=NN)C1 (8-bromo-N-(2-chlorophenyl)-4,5-dihydrobenzo[b]thieno[2,3-d]oxepine-2-carbohydrazonamide), N#CBr (cyanogen bromide). Run in CO (methanol), CO (methanol). Conditions: temperature 45 celsius. The product is BrC=1C=CC2=C(OCCC3=C2SC(=C3)C=3N(C(=NN3)N)C3=C(C=CC=C3)Cl)C1 (5-(8-bromo-4,5-dihydrobenzo[b]thieno[2,3-d]oxepin-2-yl)-4-(2-chlorophenyl)-4H-1,2,4-triazol-3-amine). Yield: 21.0%. RXN SMILES: [Br:1][C:2]1[CH:3]=[CH:4][C:5]2[C:11]3[S:12][C:13]([C:15](=[N:24][NH2:25])[NH:16][C:17]4[CH:22]=[CH:21][CH:20]=[CH:19][C:18]=4[Cl:23])=[CH:14][C:10]=3[CH2:9][CH2:8][O:7][C:6]=2[CH:26]=1.[N:27]#[C:28]Br>CO>[Br:1][C:2]1[CH:3]=[CH:4][C:5]2[C:11]3[S:12][C:13]([C:15]4[N:16]([C:17]5[CH:22]=[CH:21][CH:20]=[CH:19][C:18]=5[Cl:23])[C:28]([NH2:27])=[N:25][N:24]=4)=[CH:14][C:10]=3[CH2:9][CH2:8][O:7][C:6]=2[CH:26]=1. Reported procedure: A solution of crude 8-bromo-N-(2-chlorophenyl)-4,5-dihydrobenzo[b]thieno[2,3-d]oxepine-2-carbohydrazonamide (195, 0.434) in methanol (5 mL) was treated with a solution of cyanogen bromide (115 mg, 1.1 mmol) in methanol (1 mL) at room temperature. The reaction vessel was sealed and heated at 45° C. for 2 h, cooled to room temperature, quenched upon addition of saturated sodium bicarbonate and extracted with ethylacetate. The combined organics were dried over sodium sulfate and concentrated and th... Reactants: COC(=O)C(=NOCF)c1ccccc1CBr, O=c1ccn(-c2ccc(Cl)cc2)[nH]1, [H-], [Na+], CN(C)C=O. Yields the product COC(=O)C(=NOCF)c1ccccc1COc1ccn(-c2ccc(Cl)cc2)n1. Reaction SMILES: [Br:14][CH2:15][c:16]1[c:17]([C:22]([C:23](=[O:24])[O:25][CH3:26])=[N:27][O:28][CH2:29][F:30])[cH:18][cH:19][cH:20][cH:21]1.[Cl:1][c:2]1[cH:3][cH:4][c:5](-[n:8]2[nH:9][c:10](=[O:13])[cH:11][cH:12]2)[cH:6][cH:7]1.[H-:31].[Na+:32].[O:33]=[CH:34][N:35]([CH3:36])[CH3:37]>>[Cl:1][c:2]1[cH:3][cH:4][c:5](-[n:8]2[n:9][c:10]([O:13][CH2:15][c:16]3[c:17]([C:22]([C:23](=[O:24])[O:25][CH3:26])=[N:27][O:28][CH2:29][F:30])[cH:18][cH:19][cH:20][cH:21]3)[cH:11][cH:12]2)[cH:6][cH:7]1. Starting materials: C1(=CC=CC=C1)C(CC(=O)O)N1C(C2=CC=CC=C2C1)=O (3-phenyl-3-(1-oxoisoindolin-2-yl)propionic acid), C(=O)(N1C=NC=C1)N1C=NC=C1 (carbonyldiimidazole), 15N ammonium hydroxide, 4-N,N-dimethylaminopyridine. Run in O1CCCC1 (tetrahydrofuran). Run at time 1.5 hour. Product: C1(=CC=CC=C1)C(CC(=O)N)N1C(C2=CC=CC=C2C1)=O (3-phenyl-3-(1-oxoisoindolin-2-yl)propionamide). The yield is 57.5%. As a reaction SMILES: [C:1]1([CH:7]([N:12]2[CH2:20][C:19]3[C:14](=[CH:15][CH:16]=[CH:17][CH:18]=3)[C:13]2=[O:21])[CH2:8][C:9](O)=[O:10])[CH:6]=[CH:5][CH:4]=[CH:3][CH:2]=1.C(N1C=CN=C1)([N:24]1C=CN=C1)=O>O1CCCC1>[C:1]1([CH:7]([N:12]2[CH2:20][C:19]3[C:14](=[CH:15][CH:16]=[CH:17][CH:18]=3)[C:13]2=[O:21])[CH2:8][C:9]([NH2:24])=[O:10])[CH:6]=[CH:5][CH:4]=[CH:3][CH:2]=1. Procedure: To a stirred solution of 3-phenyl-3-(1-oxoisoindolin-2-yl)propionic acid (0.703 g, 2.50 mmol) in 15 mL of tetrahydrofuran under nitrogen was added carbonyldiimidazole (0.438 g, 2.70 mmol), and a few crystals of 4-N,N-dimethylaminopyridine [DMAP]. The reaction mixture was stirred for 1.5 hours and then 0.25 mL of 15N ammonium hydroxide was added. After 20 minutes, the reaction mixture was concentrated in vacuo and the residue slurried in water. The resulting solid was isolated by filtration and d... Reaction SMILES: [CH2:8]([c:9]1[cH:10][cH:11][cH:12][cH:13][cH:14]1)[O:15][C:16](=[O:17])[N:18]1[CH2:19][CH2:20][CH:21]([O:24][CH2:25][c:26]2[n:27][c:28]([CH:31]3[N:32]([C:37]([O:38][C:39]([CH3:40])([CH3:41])[CH3:42])=[O:43])[CH2:33][CH2:34][CH2:35][CH2:36]3)[n:29][o:30]2)[CH2:22][CH2:23]1.[Cl:44][CH2:45][Cl:46].[OH:1][C:2]([C:3]([F:4])([F:5])[F:6])=[O:7]>>[CH2:8]([c:9]1[cH:10][cH:11][cH:12][cH:13][cH:14]1)[O:15][C:16](=[O:17])[N:18]1[CH2:19][CH2:20][CH:21]([O:24][CH2:25][c:26]2[n:27][c:28]([CH:31]3[NH:32][CH2:33][CH2:34][CH2:35][CH2:36]3)[n:29][o:30]2)[CH2:22][CH2:23]1. Starting materials: CC(C)(C)OC(=O)N1CCCCC1c1noc(COC2CCN(C(=O)OCc3ccccc3)CC2)n1, ClCCl, O=C(O)C(F)(F)F. The product is O=C(OCc1ccccc1)N1CCC(OCc2nc(C3CCCCN3)no2)CC1. Starting materials: C(C1=CC=CC=C1)OC1=C2CCC(=CC2=CC=C1)CN(C)C1=NC(=C(N=C1)C1=CC=CC=C1)C1=CC=CC=C1 (5-(benzyloxy)-2-{[N-(5,6-diphenylpyrazin-2-yl)-N-methylamino]methyl}-3,4-dihydronaphthalene), C(C)O (ethanol). The reagents and catalysts are [C].[Pd] (palladium-carbon). Run in C(C)(=O)OCC (ethyl acetate). Conditions: time 31 hour. Yields the product C1(=CC=CC=C1)C=1N=CC(=NC1C1=CC=CC=C1)N(C)CC1CC2=CC=CC(=C2CC1)O (2-{[N-(5,6-diphenylpyrazin-2-yl)-N-methylamino]methyl}-5-hydroxy-1,2,3,4-tetrahydronaphthalene). The yield is 66.9%. Reaction SMILES: C([O:8][C:9]1[CH:18]=[CH:17][CH:16]=[C:15]2[C:10]=1[CH2:11][CH2:12][C:13]([CH2:19][N:20]([C:22]1[CH:27]=[N:26][C:25]([C:28]3[CH:33]=[CH:32][CH:31]=[CH:30][CH:29]=3)=[C:24]([C:34]3[CH:39]=[CH:38][CH:37]=[CH:36][CH:35]=3)[N:23]=1)[CH3:21])=[CH:14]2)C1C=CC=CC=1.C(O)C>[C].[Pd].C(OCC)(=O)C>[C:28]1([C:25]2[N:26]=[CH:27][C:22]([N:20]([CH2:19][CH:13]3[CH2:12][CH2:11][C:10]4[C:15](=[CH:16][CH:17]=[CH:18][C:9]=4[OH:8])[CH2:14]3)[CH3:21])=[N:23][C:24]=2[C:34]2[CH:39]=[CH:38][CH:37]=[CH:36][CH:35]=2)[CH:29]=[CH:30][CH:31]=[CH:32][CH:33]=1 |f:2.3|. Procedure details: To 800 mg of 5-(benzyloxy)-2-{[N-(5,6-diphenylpyrazin-2-yl)-N-methylamino]methyl}-3,4-dihydronaphthalene, 18 ml of ethanol, 15 ml of ethyl acetate and 80 mg of 10% palladium-carbon were added and, after the mixture was hydrogenated under 3 atm at room temperature for 31 hours, the reaction was continued at 30° C. for 23 hours. The catalyst was removed by filtration and the filtrate was evaporated under reduced pressure. The residue was purified by silica gel column chromatography to obtain 443 m...